Dataset: the Open Reaction Database (ORD), a public repository of structured organic reaction records. Task: describe an organic reaction: reactants, conditions, products, and yield The reactants are CC(=O)O[BH-](OC(C)=O)OC(C)=O, CN, CC(=O)O, COc1cc(N2CCC(=O)CC2)ccc1-c1nc2c(c(C3CCCCC3)nn2C)c(=O)[nH]1, ClCCCl, [Na+], O. The product is CNC1CCN(c2ccc(-c3nc4c(c(C5CCCCC5)nn4C)c(=O)[nH]3)c(OC)c2)CC1. As a reaction SMILES: [C:39]([O:40][BH-:41]([O:42][C:43](=[O:44])[CH3:45])[O:46][C:47](=[O:48])[CH3:49])(=[O:50])[CH3:51].[CH3:37][NH2:38].[CH3:54][C:55](=[O:56])[OH:57].[CH:5]1([c:11]2[n:12][n:13]([CH3:36])[c:14]3[n:15][c:16](-[c:21]4[c:22]([O:34][CH3:35])[cH:23][c:24]([N:27]5[CH2:28][CH2:29][C:30](=[O:33])[CH2:31][CH2:32]5)[cH:25][cH:26]4)[nH:17][c:18](=[O:20])[c:19]23)[CH2:6][CH2:7][CH2:8][CH2:9][CH2:10]1.[Cl:1][CH2:2][CH2:3][Cl:4].[Na+:52].[OH2:53]>>[CH:5]1([c:11]2[n:12][n:13]([CH3:36])[c:14]3[n:15][c:16](-[c:21]4[c:22]([O:34][CH3:35])[cH:23][c:24]([N:27]5[CH2:28][CH2:29][CH:30]([NH:38][CH3:37])[CH2:31][CH2:32]5)[cH:25][cH:26]4)[nH:17][c:18](=[O:20])[c:19]23)[CH2:6][CH2:7][CH2:8][CH2:9][CH2:10]1.